From a dataset of the Open Reaction Database (ORD), a public repository of structured organic reaction records. describe an organic reaction: reactants, conditions, products, and yield Reported procedure: Prepared from 6-methyl-8-nitro-3-phenylsulfonylquinoline (D24) in an analogous process to that described in Description 5 (D5); Reaction SMILES: [CH3:1][C:2]1[CH:3]=[C:4]2[C:9](=[C:10]([N+:12]([O-])=O)[CH:11]=1)[N:8]=[CH:7][C:6]([S:15]([C:18]1[CH:23]=[CH:22][CH:21]=[CH:20][CH:19]=1)(=[O:17])=[O:16])=[CH:5]2.NC1C=CC=C2C=1N=CC(S(C1C=CC=CC=1)(=O)=O)=C2>>[NH2:12][C:10]1[CH:11]=[C:2]([CH3:1])[CH:3]=[C:4]2[C:9]=1[N:8]=[CH:7][C:6]([S:15]([C:18]1[CH:23]=[CH:22][CH:21]=[CH:20][CH:19]=1)(=[O:17])=[O:16])=[CH:5]2. Yields the product NC=1C=C(C=C2C=C(C=NC12)S(=O)(=O)C1=CC=CC=C1)C (8-Amino-6-methyl-3-phenylsulfonylquinoline). Reactants: CC=1C=C2C=C(C=NC2=C(C1)[N+](=O)[O-])S(=O)(=O)C1=CC=CC=C1 (6-methyl-8-nitro-3-phenylsulfonylquinoline), NC=1C=CC=C2C=C(C=NC12)S(=O)(=O)C1=CC=CC=C1 (8-Amino-3-phenylsulfonylquinoline). The reactants are C1(=C(C(=C(C(=C1Cl)Cl)Cl)Cl)Cl)S (PCTP), C1(=C(C(=C(C(=C1Cl)Cl)Cl)Cl)Cl)S (PCTP), Cl (hydrochloride), C[C@@H](CC=1C=CC=CC1)NC (Methamphetamine), SC1=C(C(=O)O)C=CC=N1.C[C@@H](CC=1C=CC=CC1)NC (MNA methamphetamine), C[C@@H](CC=1C=CC=CC1)NC.Cl (methamphetamine hydrochloride). Reagents/catalysts: [Ag] (Silver). The solvent is CCOCC (Et2O), CO (methanol), C(Cl)Cl (CH2Cl2), C(=O)([O-])[O-].[K+].[K+] (K2CO3). The product is SC1=C(C(=O)O)C=CC=N1.C[C@@H](CC=1C=CC=CC1)NC (MNA methamphetamine), SC1=C(C(=O)O)C=CC=N1.C[C@@H](CC=1C=CC=CC1)NC.C1(=C(C(=C(C(=C1Cl)Cl)Cl)Cl)Cl)S (MNA methamphetamine PCTP). Reaction SMILES: [CH3:1][C@H:2]([NH:10][CH3:11])[CH2:3][C:4]1[CH:5]=[CH:6][CH:7]=[CH:8][CH:9]=1.[SH:12][C:13]1[N:21]=[CH:20][CH:19]=[CH:18][C:14]=1[C:15]([OH:17])=[O:16].[CH3:22][C@H:23]([NH:31][CH3:32])[CH2:24][C:25]1[CH:26]=[CH:27][CH:28]=[CH:29][CH:30]=1.[C:33]1([SH:44])[C:38]([Cl:39])=[C:37]([Cl:40])[C:36]([Cl:41])=[C:35]([Cl:42])[C:34]=1[Cl:43].C[C@H](NC)CC1C=CC=CC=1.Cl.Cl>C([O-])([O-])=O.[K+].[K+].[Ag].CCOCC.C(Cl)Cl.CO>[SH:12][C:13]1[N:21]=[CH:20][CH:19]=[CH:18][C:14]=1[C:15]([OH:17])=[O:16].[CH3:1][C@H:2]([NH:10][CH3:11])[CH2:3][C:4]1[CH:5]=[CH:6][CH:7]=[CH:8][CH:9]=1.[SH:12][C:13]1[N:21]=[CH:20][CH:19]=[CH:18][C:14]=1[C:15]([OH:17])=[O:16].[CH3:22][C@H:23]([NH:31][CH3:32])[CH2:24][C:25]1[CH:26]=[CH:27][CH:28]=[CH:29][CH:30]=1.[C:33]1([SH:44])[C:34]([Cl:43])=[C:35]([Cl:42])[C:36]([Cl:41])=[C:37]([Cl:40])[C:38]=1[Cl:39] |f:1.2,4.5,7.8.9,14.15,16.17.18|. Reported procedure: Detection and Quantification of Methamphetamine using a Reactive Coating on Silver Foil: Silver foil was roughened and etched (Example 1d) followed by dip-coating in an methanol solution of MNA/methamphetamine containing 2 ppm of a CH2Cl2 solution of pentachlorothiolphenol (PCTP). The PCTP was used as an internal standard for quantification purposes. The coated foil surfaces were rinsed with ethanol to remove unbound MNA/methamphetamine and PCTP. The MNA/methamphetamine was synthesized by dissol... The reactants are C(OC)(OC)=O (Dimethyl carbonate), C[O-].[Na+] (sodium methoxide), NC1=NOC(=C1)C (3-amino-5-methylisoxazole), resultant mixture, Cl (hydrochloric acid). The solvent is O (water), C(C)(=O)OCC (ethyl acetate). Yields the product CC1=CC(=NO1)NC(OC)=O (methyl N-(5-methyl-3-isoxazolyl)carbamate), crystals. Reaction SMILES: [C:1](=[O:6])([O:4][CH3:5])OC.C[O-].[Na+].[NH2:10][C:11]1[CH:15]=[C:14]([CH3:16])[O:13][N:12]=1.Cl>C(OCC)(=O)C.O>[CH3:16][C:14]1[O:13][N:12]=[C:11]([NH:10][C:1](=[O:6])[O:4][CH3:5])[CH:15]=1 |f:1.2|. Procedure details: Dimethyl carbonate (2.38 g) and sodium methoxide (0.30 g) are added to 3-amino-5-methylisoxazole (0.49 g), and the resultant mixture is stirred at 100° C for 3 hours. After cooling, the reaction mixture is combined with water (15 ml), adjusted to pH 1 with a small amount of c. hydrochloric acid and shaken twice with ethyl acetate. The organic layer is washed with water, dried over anhydrous sodium sulfate and evaporated to remove the solvent. The resulting light yellow crystals (0.52 g) are chro... The reactants are CC1C2CCC3C4CC=C5CC(O)CCC5(C)C4CCC32CN1C, [H-], CI, [Na+], CN(C)C=O. Yields the product COC1CCC2(C)C(=CCC3C2CCC24CN(C)C(C)C2CCC34)C1. As a reaction SMILES: [CH3:1][N:2]1[CH:3]([CH3:24])[CH:4]2[CH2:5][CH2:6][CH:7]3[C:8]2([CH2:9][CH2:10][CH:11]2[C:12]4([CH3:22])[CH2:13][CH2:14][CH:15]([OH:21])[CH2:16][C:17]4=[CH:18][CH2:19][CH:20]32)[CH2:23]1.[H-:25].[I:27][CH3:28].[Na+:26].[O:29]=[CH:30][N:31]([CH3:32])[CH3:33]>>[CH3:1][N:2]1[CH:3]([CH3:24])[CH:4]2[CH2:5][CH2:6][CH:7]3[C:8]2([CH2:9][CH2:10][CH:11]2[C:12]4([CH3:22])[CH2:13][CH2:14][CH:15]([O:21][CH3:28])[CH2:16][C:17]4=[CH:18][CH2:19][CH:20]32)[CH2:23]1.